Dataset: the Open Reaction Database (ORD), a public repository of structured organic reaction records. Task: describe an organic reaction: reactants, conditions, products, and yield Reactants: O=C([O-])[O-], CN(C)C=O, CCOC(C)=O, CCOC(=O)C1(CCCn2c(=O)ccc3ccc(OC)cc32)CCNCC1, Fc1cccc(SCCBr)c1, [K+], [K+], O. Product: CCOC(=O)C1(CCCn2c(=O)ccc3ccc(OC)cc32)CCN(CCSc2cccc(F)c2)CC1. RXN SMILES: [C:33](=[O:34])([O-:35])[O-:36].[CH3:1][N:2]([CH3:3])[CH:4]=[O:5].[CH3:51][CH2:52][O:53][C:54](=[O:55])[CH3:56].[CH3:6][O:7][c:8]1[cH:9][cH:10][c:11]2[cH:12][cH:13][c:14](=[O:32])[n:15]([CH2:18][CH2:19][CH2:20][C:21]3([C:27](=[O:28])[O:29][CH2:30][CH3:31])[CH2:22][CH2:23][NH:24][CH2:25][CH2:26]3)[c:16]2[cH:17]1.[F:39][c:40]1[cH:41][c:42]([S:46][CH2:47][CH2:48][Br:49])[cH:43][cH:44][cH:45]1.[K+:37].[K+:38].[OH2:50]>>[CH3:6][O:7][c:8]1[cH:9][cH:10][c:11]2[cH:12][cH:13][c:14](=[O:32])[n:15]([CH2:18][CH2:19][CH2:20][C:21]3([C:27](=[O:28])[O:29][CH2:30][CH3:31])[CH2:22][CH2:23][N:24]([CH2:48][CH2:47][S:46][c:42]4[cH:41][c:40]([F:39])[cH:45][cH:44][cH:43]4)[CH2:25][CH2:26]3)[c:16]2[cH:17]1. The reactants are CCCCn1c(=O)c2[nH]c(Br)nc2n(CCCC)c1=O, C1CCNCC1, Cc1ccccc1. Product: CCCCn1c(=O)c2[nH]c(N3CCCCC3)nc2n(CCCC)c1=O. Reaction SMILES: [CH2:1]([CH2:2][CH2:3][CH3:4])[n:5]1[c:6](=[O:7])[n:8]([CH2:17][CH2:18][CH2:19][CH3:20])[c:9]2[n:10][c:11]([Br:16])[nH:12][c:13]2[c:14]1=[O:15].[CH2:21]1[CH2:22][CH2:23][NH:24][CH2:25][CH2:26]1.[CH3:27][c:28]1[cH:29][cH:30][cH:31][cH:32][cH:33]1>>[CH2:1]([CH2:2][CH2:3][CH3:4])[n:5]1[c:6](=[O:7])[n:8]([CH2:17][CH2:18][CH2:19][CH3:20])[c:9]2[n:10][c:11]([N:24]3[CH2:23][CH2:22][CH2:21][CH2:26][CH2:25]3)[nH:12][c:13]2[c:14]1=[O:15]. Starting materials: IC1=CC=C(C=C1)C1=NOC(=N1)C1=NN(C(=C1)C)CC1=CC=C(C=C1)C (3-(4-iodophenyl)-5-[5-methyl-1-(4-methylbenzyl)-1H-pyrazol-3-yl]-1,2,4-oxadiazole), N1C(CCC1)=O (pyrrolidinone), P(=O)([O-])([O-])[O-].[K+].[K+].[K+] (potassium phosphate), CNCCNC (N,N′-dimethylethylenediamine). The reagents and catalysts are [Cu]I (copper(I) iodide). Solvent: C(C)(=O)OCC (ethyl acetate), O (water), O1CCOCC1 (1,4-dioxane). Run at temperature 70 celsius, time 15 hour. Yields the product CC1=CC(=NN1CC1=CC=C(C=C1)C)C1=NC(=NO1)C1=CC=C(C=C1)N1C(CCC1)=O (1-(4-{5-[5-Methyl-1-(4-methylbenzyl)-1H-pyrazol-3-yl]-1,2,4-oxadiazol-3-yl}phenyl)pyrrolidin-2-one). Yield: 40.1%. As a reaction SMILES: I[C:2]1[CH:7]=[CH:6][C:5]([C:8]2[N:12]=[C:11]([C:13]3[CH:17]=[C:16]([CH3:18])[N:15]([CH2:19][C:20]4[CH:25]=[CH:24][C:23]([CH3:26])=[CH:22][CH:21]=4)[N:14]=3)[O:10][N:9]=2)=[CH:4][CH:3]=1.[NH:27]1[CH2:31][CH2:30][CH2:29][C:28]1=[O:32].P([O-])([O-])([O-])=O.[K+].[K+].[K+].CNCCNC>[Cu]I.C(OCC)(=O)C.O.O1CCOCC1>[CH3:18][C:16]1[N:15]([CH2:19][C:20]2[CH:25]=[CH:24][C:23]([CH3:26])=[CH:22][CH:21]=2)[N:14]=[C:13]([C:11]2[O:10][N:9]=[C:8]([C:5]3[CH:6]=[CH:7][C:2]([N:27]4[CH2:31][CH2:30][CH2:29][C:28]4=[O:32])=[CH:3][CH:4]=3)[N:12]=2)[CH:17]=1 |f:2.3.4.5|. Procedure: A mixture of 3-(4-iodophenyl)-5-[5-methyl-1-(4-methylbenzyl)-1H-pyrazol-3-yl]-1,2,4-oxadiazole (Example 13, 200 mg, 0.44 mmol), pyrrolidinone (67 μl, 0.88 mmol), potassium phosphate (186 mg, 0.88 mmol), copper(I) iodide (25 mg, 0.13 mmol), N,N′-dimethylethylenediamine (28 μl, 0.26 mmol) and 1,4-dioxane (4 ml) was stirred at 70° C. for 15 h. The reaction mixture was cooled and water (100 mL) and ethyl acetate (100 mL) was added. The layers were separated and the organic layer was washed with wate... Reactants: OC(C1=C(C(=C(C=2CC(OC21)(C)C)C)NC(CC(C)(C)C)=O)C)C2=CC=C(C=C2)C(C)C (N-(7-(Hydroxy(4-isopropylphenyl)methyl)-2,2,4,6-tetramethyl-2,3-dihydro-1-benzofuran-5-yl)-3,3-dimethylbutanamide). Reagents/catalysts: [O-2].[O-2].[Mn+4] (manganese dioxide). The solvent is ClCCl (dichloromethane). Reaction conditions: time 8 hour. The product is C(C)(C)C1=CC=C(C(=O)C2=C(C(=C(C=3CC(OC32)(C)C)C)NC(CC(C)(C)C)=O)C)C=C1 (N-(7-(4-Isopropylbenzoyl)-2,2,4,6-tetramethyl-2,3-dihydro-1-benzofuran-5-yl)-3,3-dimethylbutanamide). The yield is 74.6%. RXN SMILES: [OH:1][CH:2]([C:24]1[CH:29]=[CH:28][C:27]([CH:30]([CH3:32])[CH3:31])=[CH:26][CH:25]=1)[C:3]1[C:11]2[O:10][C:9]([CH3:13])([CH3:12])[CH2:8][C:7]=2[C:6]([CH3:14])=[C:5]([NH:15][C:16](=[O:22])[CH2:17][C:18]([CH3:21])([CH3:20])[CH3:19])[C:4]=1[CH3:23]>ClCCl.[O-2].[O-2].[Mn+4]>[CH:30]([C:27]1[CH:26]=[CH:25][C:24]([C:2]([C:3]2[C:11]3[O:10][C:9]([CH3:13])([CH3:12])[CH2:8][C:7]=3[C:6]([CH3:14])=[C:5]([NH:15][C:16](=[O:22])[CH2:17][C:18]([CH3:21])([CH3:20])[CH3:19])[C:4]=2[CH3:23])=[O:1])=[CH:29][CH:28]=1)([CH3:32])[CH3:31] |f:2.3.4|. Reported procedure: To a solution of N-(7-(hydroxy(4-isopropylphenyl)methyl)-2,2,4,6-tetramethyl-2,3-dihydro-1-benzofuran-5-yl)-3,3-dimethylbutanamide (209 mg, 0.48 mmol) obtained in Example 341 in dichloromethane (7 mL) was added manganese dioxide (415 mg, 4.8 mmol) and the mixture was stirred at room temperature for 8 hours. The reaction solution was filtered and the filtrate was concentrated. The obtained residue was purified by silica gel column chromatography (ethyl acetate:hexane=2:3) to obtain 156 mg (yield:... The reactants are ClC1=CC=C2C(=N1)SC(=N2)NC(C)=O (N-(5-chlorothiazolo[5,4-b]pyridin-2-yl)acetamide), C([O-])([O-])=O.[Na+].[Na+] (sodium carbonate), BrC=1C=C(C=NC1)NS(=O)(=O)C1=CC=C(C=C1)F (N-(5-bromopyridin-3-yl)-4-fluorobenzenesulfonamide), B1(OC(C(O1)(C)C)(C)C)B2OC(C(O2)(C)C)(C)C (bis(pinacolato)diboron), C(C)(=O)[O-].[K+] (potassium acetate). The reagents and catalysts are C1=CC=C(C=C1)P([C-]2C=CC=C2)C3=CC=CC=C3.C1=CC=C(C=C1)P([C-]2C=CC=C2)C3=CC=CC=C3.Cl[Pd]Cl.[Fe+2] (dichloro[1,1′-bis(diphenylphosphino)ferrocene]palladium), C1=CC=C(C=C1)P([C-]2C=CC=C2)C3=CC=CC=C3.C1=CC=C(C=C1)P([C-]2C=CC=C2)C3=CC=CC=C3.Cl[Pd]Cl.[Fe+2] (dichloro[1,1′-bis(diphenylphosphino)ferrocene]palladium). Run in CN(C)C=O (DMF), O1CCOCC1 (1,4-dioxane). Reaction conditions: temperature 90 celsius, time 19 hour. Yields the product FC1=CC=C(C=C1)S(=O)(=O)NC=1C=C(C=NC1)C1=CC=C2C(=N1)SC(=N2)NC(C)=O (N-(5-(5-(4-Fluorophenylsulfonamido)pyridin-3-yl)thiazolo[5,4-b]pyridin-2-yl)acetamide). Yield: 8.2%. As a reaction SMILES: Br[C:2]1[CH:3]=[C:4]([NH:8][S:9]([C:12]2[CH:17]=[CH:16][C:15]([F:18])=[CH:14][CH:13]=2)(=[O:11])=[O:10])[CH:5]=[N:6][CH:7]=1.B1(B2OC(C)(C)C(C)(C)O2)OC(C)(C)C(C)(C)O1.C([O-])(=O)C.[K+].Cl[C:43]1[N:48]=[C:47]2[S:49][C:50]([NH:52][C:53](=[O:55])[CH3:54])=[N:51][C:46]2=[CH:45][CH:44]=1.C(=O)([O-])[O-].[Na+].[Na+]>C1C=CC(P(C2C=CC=CC=2)[C-]2C=CC=C2)=CC=1.C1C=CC(P(C2C=CC=CC=2)[C-]2C=CC=C2)=CC=1.Cl[Pd]Cl.[Fe+2].CN(C=O)C.O1CCOCC1>[F:18][C:15]1[CH:16]=[CH:17][C:12]([S:9]([NH:8][C:4]2[CH:3]=[C:2]([C:43]3[N:48]=[C:47]4[S:49][C:50]([NH:52][C:53](=[O:55])[CH3:54])=[N:51][C:46]4=[CH:45][CH:44]=3)[CH:7]=[N:6][CH:5]=2)(=[O:11])=[O:10])=[CH:13][CH:14]=1 |f:2.3,5.6.7,8.9.10.11|. Procedure details: To a 25 mL round-bottomed flask was added N-(5-bromopyridin-3-yl)-4-fluorobenzenesulfonamide (0.15 g, 0.45 mmol), bis(pinacolato)diboron (0.17 g, 0.68 mmol, Aldrich, St. Louis. MO), potassium acetate (0.18 g, 1.8 mmol) and 1,4-dioxane (4.0 ml). The mixture was carefully evacuated and backfilled with N2 and then dichloro[1,1′-bis(diphenylphosphino)ferrocene]palladium (II) dichloromethane adduct (0.033 g, 0.045 mmol, Strem, Newburyport, Mass.) was added. The mixture was carefully evacuated and bac...